Task: describe an organic reaction: reactants, conditions, products, and yield. Dataset: the Open Reaction Database (ORD), a public repository of structured organic reaction records Reactants: N1(CCCC1)CCOC1=CC=C(C=C1)C1=NC=C2C=3N1CCC3NC(C=C2)=O (1-[4-(2-Pyrrolidin-1-yl-ethoxy)-phenyl]-8,9-dihydro-7H-2,7,9a-triaza-benzo[cd]azulen-6-one), OCCC1=CC=C(C=C1)C1=NC=C2C=3N1CCC3NC(C=C2)=O (1-[4-(2-Hydroxy-ethyl)-phenyl]-8,9-dihydro-7H-2,7,9a-triaza-benzo[cd]azulen-6-one), CNC (dimethylamine), N.C(Cl)(Cl)Cl (ammonia CHCl3), [K+].[Br-] (KBr), C20H23N4O. The product is CN(CCC1=CC=C(C=C1)C1=NC=C2C=3N1CCC3NC(C=C2)=O)C (1-[4-(2-Dimethylamino-ethyl)-phenyl]-8,9-dihydro-7H-2,7,9a-triaza-benzo[cd]azulen-6-one). Yield: 26.0%. As a reaction SMILES: N1(CCO[C:9]2[CH:14]=[CH:13][C:12]([C:15]3[N:20]4[CH2:21][CH2:22][C:23]5[NH:24][C:25](=[O:28])[CH:26]=[CH:27][C:18]([C:19]=54)=[CH:17][N:16]=3)=[CH:11][CH:10]=2)CCCC1.OCCC1C=CC([C:38]2[N:43]3[CH2:44]CC4NC(=O)C=C[C:41]([C:42]=43)=CN=2)=CC=1.CNC.N.C(Cl)(Cl)Cl.[K+].[Br-]>>[CH3:38][N:43]([CH3:44])[CH2:42][CH2:41][C:9]1[CH:10]=[CH:11][C:12]([C:15]2[N:20]3[CH2:21][CH2:22][C:23]4[NH:24][C:25](=[O:28])[CH:26]=[CH:27][C:18]([C:19]=43)=[CH:17][N:16]=2)=[CH:13][CH:14]=1 |f:3.4,5.6|. Reported procedure: The product was prepared following the procedure used for 1-[4-(2-Pyrrolidin-1-yl-ethoxy)-phenyl]-8,9-dihydro-7H-2,7,9a-triaza-benzo[cd]azulen-6-one (Example 123) from 1-[4-(2-hydroxy-ethyl)-phenyl]-8,9-dihydro-7H-2,7,9a-triaza-benzo[cd]azulen-6-one (Example 127) and methanolic dimethylamine heating to 85° C. overnight to give a 26% yield (2 steps) of a yellow solid: mp >98° C. (dec); Rf=0.08 (7% methanolic ammonia/CHCl3); IR (KBr) 1653, 1479, 1381, 1307 cm−1; 1H NMR (DMSO-d6) δ 2.21 (s, 6H), 2.... The reactants are ice, C(C1=CC=CC=C1)OCCOCCOCCOCCOCCOC1=CC(=CC(=C1)OCCOCCOCCOCCOCCOC(C1=CC=CC=C1)(C1=CC=CC=C1)C1=CC=CC=C1)OCCOCCOCCOCCOCCOCC1=CC=CC=C1 (1,3-bis-[2-(2-{2-[2-(2-benzyloxy-ethoxy)-ethoxy]-ethoxy}-ethoxy)-ethoxy]-5-[2-(2-{2-[2-(2-trityloxy-ethoxy)-ethoxy]-ethoxy}-ethoxy)-ethoxy]-benzene), FC(C(=O)O)(F)F (trifluoroacetic acid), O (water), C(C)(=O)OCC.C(C)(=O)OCC (ethyl acetate ethyl acetate). The solvent is C(Cl)Cl (methylene chloride), C(Cl)Cl (methylene chloride), CO (methanol). Conditions: time 30 minute. The product is C(C1=CC=CC=C1)OCCOCCOCCOCCOCCOC=1C=C(OCCOCCOCCOCCOCCO)C=C(C1)OCCOCCOCCOCCOCCOCC1=CC=CC=C1 (2-(2-{2-[2-(2-{3,5-bis-[2-(2-{2-[2-(2-benzyloxy-ethoxy)-ethoxy]-ethoxy}-ethoxy)-ethoxy]-phenoxy}-ethoxy)-ethoxy]-ethoxy}-ethoxy)-ethanol), oil. Yield: 100.0%. Reaction SMILES: [CH2:1]([O:8][CH2:9][CH2:10][O:11][CH2:12][CH2:13][O:14][CH2:15][CH2:16][O:17][CH2:18][CH2:19][O:20][CH2:21][CH2:22][O:23][C:24]1[CH:29]=[C:28]([O:30][CH2:31][CH2:32][O:33][CH2:34][CH2:35][O:36][CH2:37][CH2:38][O:39][CH2:40][CH2:41][O:42][CH2:43][CH2:44][O:45]C(C2C=CC=CC=2)(C2C=CC=CC=2)C2C=CC=CC=2)[CH:27]=[C:26]([O:65][CH2:66][CH2:67][O:68][CH2:69][CH2:70][O:71][CH2:72][CH2:73][O:74][CH2:75][CH2:76][O:77][CH2:78][CH2:79][O:80][CH2:81][C:82]2[CH:87]=[CH:86][CH:85]=[CH:84][CH:83]=2)[CH:25]=1)[C:2]1[CH:7]=[CH:6][CH:5]=[CH:4][CH:3]=1.FC(F)(F)C(O)=O.O.C(OCC)(=O)C.C(OCC)(=O)C>C(Cl)Cl.CO>[CH2:1]([O:8][CH2:9][CH2:10][O:11][CH2:12][CH2:13][O:14][CH2:15][CH2:16][O:17][CH2:18][CH2:19][O:20][CH2:21][CH2:22][O:23][C:24]1[CH:29]=[C:28]([CH:27]=[C:26]([O:65][CH2:66][CH2:67][O:68][CH2:69][CH2:70][O:71][CH2:72][CH2:73][O:74][CH2:75][CH2:76][O:77][CH2:78][CH2:79][O:80][CH2:81][C:82]2[CH:87]=[CH:86][CH:85]=[CH:84][CH:83]=2)[CH:25]=1)[O:30][CH2:31][CH2:32][O:33][CH2:34][CH2:35][O:36][CH2:37][CH2:38][O:39][CH2:40][CH2:41][O:42][CH2:43][CH2:44][OH:45])[C:2]1[CH:7]=[CH:6][CH:5]=[CH:4][CH:3]=1 |f:3.4|. Procedure: To an ice-cooled solution of Compound 46 (1.22 g, 1.01 mmol) in methylene chloride (15 ml), a methylene chloride solution containing 10% trifluoroacetic acid (7 ml) was added, and water (650 μl) was further added thereto, after which the ice bath was removed, and this was followed by stirring at room temperature for 30 minutes. Triethylamine was poured to the reaction solution, and this was followed by concentration under reduced pressure. The residue obtained was subjected to silica gel column ...